This data is from the Open Reaction Database (ORD), a public repository of structured organic reaction records. The task is: describe an organic reaction: reactants, conditions, products, and yield The reactants are [Na+], CC1C(CCCCCc2ccccc2)C(=O)N1OC1CCCCO1, C1COCCO1, [OH-]. Yields the product CC(NOC1CCCCO1)C(CCCCCc1ccccc1)C(=O)O. Reaction SMILES: [Na+:26].[O:1]1[CH:2]([O:7][N:8]2[C:9](=[O:24])[CH:10]([CH2:13][CH2:14][CH2:15][CH2:16][CH2:17][c:18]3[cH:19][cH:20][cH:21][cH:22][cH:23]3)[CH:11]2[CH3:12])[CH2:3][CH2:4][CH2:5][CH2:6]1.[O:27]1[CH2:28][CH2:29][O:30][CH2:31][CH2:32]1.[OH-:25]>>[O:1]1[CH:2]([O:7][NH:8][CH:11]([CH:10]([C:9]([OH:24])=[O:25])[CH2:13][CH2:14][CH2:15][CH2:16][CH2:17][c:18]2[cH:19][cH:20][cH:21][cH:22][cH:23]2)[CH3:12])[CH2:3][CH2:4][CH2:5][CH2:6]1. Reactants: COC1=CC=C(C=C1)C1=CC=CC=C1 (p-methoxybiphenyl), C1(CCC(=O)O1)=O (succinic anhydride), OC(CCC(=O)O)C1(CC=C(C=C1)C1=CC=CC=C1)O (γ,4-dihydroxy-4-biphenylbutyric acid), [Cl-].[Al+3].[Cl-].[Cl-] (aluminum chloride). Run in [N+](=O)([O-])C1=CC=CC=C1 (nitrobenzene). Yields the product COC1=CC=C(C=C1)C1=CC=C(C=C1)C(CCC(=O)O)=O (4'-methoxy-γ-oxo-4-biphenylbutyric acid). As a reaction SMILES: [OH:1][CH:2]([C:8]1(O)[CH:13]=[CH:12][C:11]([C:14]2[CH:19]=[CH:18][CH:17]=[CH:16][CH:15]=2)=[CH:10][CH2:9]1)[CH2:3][CH2:4][C:5]([OH:7])=[O:6].[CH3:21][O:22]C1C=CC(C2C=CC=CC=2)=CC=1.C1(=O)OC(=O)CC1.[Cl-].[Al+3].[Cl-].[Cl-]>[N+](C1C=CC=CC=1)([O-])=O>[CH3:21][O:22][C:17]1[CH:18]=[CH:19][C:14]([C:11]2[CH:12]=[CH:13][C:8]([C:2](=[O:1])[CH2:3][CH2:4][C:5]([OH:7])=[O:6])=[CH:9][CH:10]=2)=[CH:15][CH:16]=1 |f:3.4.5.6|. Procedure details: γ,4-dihydroxy-4-biphenylbutyric acid may be prepared by treating p-methoxybiphenyl with succinic anhydride in nitrobenzene. The mixture is treated with aluminum chloride at reduced temperature. The solid is dissolved in aqueous base with heat, chilled to reprecipitate and acidified giving 4'-methoxy-γ-oxo-4-biphenylbutyric acid. This intermediate is refluxed with hydrogen bromide for several hours, diluted with water and cooled. The precipitate is 4'-hydroxy-γ-oxo-biphenylbutyric acid. This inte... The reactants are C(=O)(C(F)(F)F)O (TFA), C(C1=CC=CC=C1)(=O)C1=C(C=CC=C1)NC(=O)[C@H]1CC=2C(=NC=CC2)N1C([C@H](C(C)C)NC([C@H](C)N(C(OC(C)(C)C)=O)C)=O)=O (tert-butyl (R)-(2S)-1-((2S)-1-(2-(2-benzoylphenylcarbamoyl)-2,3-dihydro-1H-pyrrolo[2,3-b]pyridin-1-yl)-3-methyl-1-oxobutan-2-ylamino)-1-oxopropan-2-yl(methyl)carbamate). Run in C(Cl)Cl (DCM). Reaction conditions: time 2 hour. The product is C(C1=CC=CC=C1)(=O)C1=C(C=CC=C1)NC(=O)[C@H]1CC=2C(=NC=CC2)N1C([C@H](C(C)C)NC([C@H](C)NC)=O)=O ((R)-1-[(S)-3-methyl-2-((S)-2-methylamino-propionylamino)-butyryl]-2,3-dihydro-1H-pyrrolo[2,3-b]pyridine-2-carboxylic acid (2-benzoyl-phenyl)-amide). Isolated yield 89.2%. As a reaction SMILES: C(O)(C(F)(F)F)=O.[C:8]([C:16]1[CH:21]=[CH:20][CH:19]=[CH:18][C:17]=1[NH:22][C:23]([C@@H:25]1[N:33]([C:34](=[O:53])[C@@H:35]([NH:39][C:40](=[O:52])[C@@H:41]([N:43](C)[C:44](=O)OC(C)(C)C)[CH3:42])[CH:36]([CH3:38])[CH3:37])[C:28]2=[N:29][CH:30]=[CH:31][CH:32]=[C:27]2[CH2:26]1)=[O:24])(=[O:15])[C:9]1[CH:14]=[CH:13][CH:12]=[CH:11][CH:10]=1>C(Cl)Cl>[C:8]([C:16]1[CH:21]=[CH:20][CH:19]=[CH:18][C:17]=1[NH:22][C:23]([C@@H:25]1[N:33]([C:34](=[O:53])[C@@H:35]([NH:39][C:40](=[O:52])[C@@H:41]([NH:43][CH3:44])[CH3:42])[CH:36]([CH3:38])[CH3:37])[C:28]2=[N:29][CH:30]=[CH:31][CH:32]=[C:27]2[CH2:26]1)=[O:24])(=[O:15])[C:9]1[CH:14]=[CH:13][CH:12]=[CH:11][CH:10]=1. Procedure details: TFA (0.5 mL, 6.49 mmol, Eq: 127) was added to a solution of tert-butyl (R)-(2S)-1-((2S)-1-(2-(2-benzoylphenylcarbamoyl)-2,3-dihydro-1H-pyrrolo[2,3-b]pyridin-1-yl)-3-methyl-1-oxobutan-2-ylamino)-1-oxopropan-2-yl(methyl)carbamate (32 mg, 51.0 μmol, Eq: 1.00) in DCM (0.5 mL) and the resulting solution was stirred at rt for 2 h. The reaction mixture was concentrated in vacuo and the residue treated with saturated aqueous NaHCO3 (10 mL). The resulting mixture was extracted with EtOAc (1×10 mL) and th... The reactants are C1=CC=C(C(=C1)CN)C(F)(F)F, C1=CC(=NC=C1C(=O)N)Cl. Reagents/catalysts: CC(C)(C)[O-].[Na+], C1=CC=C(C=C1)P(C2=CC=CC=C2)C3=C(C4=CC=CC=C4C=C3)C5=C(C=CC6=CC=CC=C65)P(C7=CC=CC=C7)C8=CC=CC=C8, CC(=O)O.CC(=O)O.[Pd]. Run in COCCOC. Reaction conditions: temperature 120 celsius. Product: C1=CC=C(C(=C1)CNC2=NC=C(C=C2)C(=O)N)C(F)(F)F. Yield: 1.5%. Reported procedure: To a stirred solution of 6-chloronicotinamide (0.053 g, 0.34 mmol), 2,2'-bis(diphenylphosphino)-1,1'-binaphthyl (0.021 g, 0.03 mmol), sodium 2-methylpropan-2-olate (0.065 g, 0.68 mmol) and diacetoxypalladium (7.60 mg, 0.03 mmol) in DME (1 mL) was added (2-(trifluoromethyl)phenyl)methanamine (0.095 mL, 0.68 mmol). The reaction mixture was subjected to microwave irradiation for 4h at 120 C. Only traces of product was observed.  The crude product was dissolved in DMSO (2 mL) and purified using Frac... Starting materials: C1(=CC=CC=C1)O (phenol), O(C1=CC=CC=C1)CCCCCCCCCCC(=O)O (11-phenoxy-undecanoic acid), Cl.Cl.C(C1=CC=CC=C1)OC(C[C@H](CN(C)C)N)=O ((R)-3-amino-4-dimethylamino-butyric acid benzyl ester dihydrochloride), BrCCCCCCCCCCCO (11-bromo-1-undecanol), O(C1=CC=CC=C1)CCCCCCCCCCCO (11-phenoxy-undecan-1-ol). Yields the product C(C1=CC=CC=C1)OC(C[C@H](CN(C)C)NC(CCCCCCCCCCOC1=CC=CC=C1)=O)=O ((R)-4-dimethylamino-3-[11-phenoxy-undecanoylamino]-butyric acid benzyl ester). RXN SMILES: C1(O)C=CC=CC=1.BrCCCCCCCCCCCO.[O:21]([CH2:28][CH2:29][CH2:30][CH2:31][CH2:32][CH2:33][CH2:34][CH2:35][CH2:36][CH2:37][CH2:38][OH:39])[C:22]1[CH:27]=[CH:26][CH:25]=[CH:24][CH:23]=1.O(CCCCCCCCCCC(O)=O)C1C=CC=CC=1.Cl.Cl.[CH2:62]([O:69][C:70](=[O:78])[CH2:71][C@@H:72]([NH2:77])[CH2:73][N:74]([CH3:76])[CH3:75])[C:63]1[CH:68]=[CH:67][CH:66]=[CH:65][CH:64]=1>>[CH2:62]([O:69][C:70](=[O:78])[CH2:71][C@@H:72]([NH:77][C:38](=[O:39])[CH2:37][CH2:36][CH2:35][CH2:34][CH2:33][CH2:32][CH2:31][CH2:30][CH2:29][CH2:28][O:21][C:22]1[CH:27]=[CH:26][CH:25]=[CH:24][CH:23]=1)[CH2:73][N:74]([CH3:75])[CH3:76])[C:63]1[CH:68]=[CH:67][CH:66]=[CH:65][CH:64]=1 |f:4.5.6|. Procedure details: The title compound, m/e=405.7 ([M−H]−), was produced in analogy with example 18, steps 1 to 4. Thus, phenol was alkylated in step 1 with 11-bromo-1-undecanol, leading to 11-phenoxy-undecan-1-ol, which was oxidized in step 2 to 11-phenoxy-undecanoic acid. This was coupled in step 3 with (R)-3-amino-4-dimethylamino-butyric acid benzyl ester dihydrochloride to produce (R)-4-dimethylamino-3-[11-phenoxy-undecanoylamino]-butyric acid benzyl ester, which was hydrogenated in step 4. Starting materials: C(C1=CC=CC=C1)N1C([C@H](NC(C1)=O)CC1=CC=C(C=C1)Br)=O ((R)-1-benzyl-3-(4-bromo-benzyl)-piperazine-2,5-dione). The solvent is C1CCOC1 (THF). Reaction conditions: time 4 day. Product: C(C1=CC=CC=C1)N1C[C@H](NCC1)CC1=CC=C(C=C1)Br ((R)-1-benzyl-3-(4-bromo-benzyl)-piperazine). Reaction SMILES: [CH2:1]([N:8]1[CH2:13][C:12](=O)[NH:11][C@H:10]([CH2:15][C:16]2[CH:21]=[CH:20][C:19]([Br:22])=[CH:18][CH:17]=2)[C:9]1=O)[C:2]1[CH:7]=[CH:6][CH:5]=[CH:4][CH:3]=1>C1COCC1>[CH2:1]([N:8]1[CH2:13][CH2:12][NH:11][C@H:10]([CH2:15][C:16]2[CH:17]=[CH:18][C:19]([Br:22])=[CH:20][CH:21]=2)[CH2:9]1)[C:2]1[CH:3]=[CH:4][CH:5]=[CH:6][CH:7]=1. Reported procedure: To (R)-1-benzyl-3-(4-bromo-benzyl)-piperazine-2,5-dione (0.5 g, 1.34 mmol) in THF (10 mL) was added 2M BH3SMe2 (2.68 mL, 5.36 mmol). The mixture was stirred in RT under argon for 4 days; more 2M BH3SMe2 (2.68 mL, 5.36 mmol) was added and stirred for 3 days. Reaction mixture was quenched with EtOH (3 mL) and removed the solvent in rotavap, added EtOH (5 mL) and stirred at 70° C. for 2 hr and concentrated to give colorless oil as a crude product. MS (ESI) 345 (M+H). The solvent is C1(=CC=CC=C1)C (toluene). Conditions: time 20 minute. The reactants are BrC1C(C2=CC(=CC=C2C1)C)O (2-bromo-6-methylindane-1-ol), O.C1(=CC=C(C=C1)S(=O)(=O)O)C (p-toluene sulfonic acid monohydrate). The product is BrC=1CC2=CC=C(C=C2C1)C (2-bromo-5-methyl-1H-indene). Procedure: Water (0.6 ml) and N-bromosuccinimide (6.1 g) was added to a solution of 5-methyl-1H-indene (4.4 g) in dimethylsulfoxide (50 ml), and the mixture was stirred for 40 minutes at room temperature. The reaction mixture was poured into ice-cooled water, and extracted with ether. The organic layer was washed with water, 5% sodium hydrogencarbonate aqueous solution, and saturated saline solution in order and dried over anhydrous sodium sulfate. After filtration, the filtrate was concentrated, and the r... Reaction SMILES: [Br:1][CH:2]1[CH2:10][C:9]2[C:4](=[CH:5][C:6]([CH3:11])=[CH:7][CH:8]=2)[CH:3]1O.O.C1(C)C=CC(S(O)(=O)=O)=CC=1>C1(C)C=CC=CC=1>[Br:1][C:2]1[CH2:10][C:9]2[C:4]([CH:3]=1)=[CH:5][C:6]([CH3:11])=[CH:7][CH:8]=2 |f:1.2|. The reactants are CN1C(SC2=C1C(=C(C=C2)C(=O)OC)C)=O (methyl 3,4-dimethylbenzo-thiazol-2-one-5-carboxylate), [OH-].[Li+] (lithium hydroxide). The solvent is O (water), O1CCCC1 (tetrahydrofuran). Yields the product CN1C(SC2=C1C(=C(C=C2)C(=O)O)C)=O (3,4-dimethylbenzothiazol-2-one-5-carboxylic acid). The yield is 83.7%. RXN SMILES: [CH3:1][N:2]1[C:6]2[C:7]([CH3:15])=[C:8]([C:11]([O:13]C)=[O:12])[CH:9]=[CH:10][C:5]=2[S:4][C:3]1=[O:16].[OH-].[Li+]>O1CCCC1.O>[CH3:1][N:2]1[C:6]2[C:7]([CH3:15])=[C:8]([C:11]([OH:13])=[O:12])[CH:9]=[CH:10][C:5]=2[S:4][C:3]1=[O:16] |f:1.2|. Reported procedure: A solution of 10.15 g (43 mmol) of methyl 3,4-dimethylbenzo-thiazol-2-one-5-carboxylate in 100 ml of tetrahydrofuran and 100 ml of water was admixed with 2.06 g (86 mmol) of lithium hydroxide. The solution was then heated at reflux for 2 hours. After cooling, the tetrahydrofuran was removed under reduced pressure, the remaining aqueous solution was acidified and the precipitated solid was filtered off with suction and dried. More product was obtained by extracting the mother liquor with ethyl ac... Reactants: [S-]C#N.[K+] (potassium thiocyanate), II (iodine), CC(CC=O)(C)C (3,3-dimethylbutanal), O1CCN(CC1)CCN (2-morpholinoethanamine). The product is crude product, C(C)(C)(C)C1=CN(C(S1)=N)CCN1CCOCC1 (5-tert-butyl-3-(2-morpholinoethyl)thiazol-2(3H)-imine). As a reaction SMILES: [CH3:1][C:2]([CH3:7])([CH3:6])[CH2:3][CH:4]=O.[O:8]1[CH2:13][CH2:12][N:11]([CH2:14][CH2:15][NH2:16])[CH2:10][CH2:9]1.[S-:17][C:18]#[N:19].[K+].II>>[C:2]([C:3]1[S:17][C:18](=[NH:19])[N:16]([CH2:15][CH2:14][N:11]2[CH2:12][CH2:13][O:8][CH2:9][CH2:10]2)[CH:4]=1)([CH3:7])([CH3:6])[CH3:1] |f:2.3|. Procedure details: Commercially available 3,3-dimethylbutanal (Aldrich), 2-morpholinoethanamine (Aldrich), potassium thiocyanate (Aldrich) and iodine (EMD chemicals) were processed using the method described in Example 91A to afford the crude product of the title compound. MS (ESI+) m/z 270 (M+H)+. Run in ClC1=CC=CC=C1 (chlorobenzene), CC(=O)C (acetone). Reaction SMILES: [Br:1][C:2]1[CH:7]=[CH:6][C:5]([SH:8])=[CH:4][CH:3]=1.C([O-])([O-])=O.[K+].[K+].Cl[CH2:16][C:17](=O)[CH3:18]>CC(C)=O.ClC1C=CC=CC=1>[Br:1][C:2]1[CH:7]=[CH:6][C:5]2[S:8][CH:16]=[C:17]([CH3:18])[C:4]=2[CH:3]=1 |f:1.2.3|. Procedure: A mixture of 4-bromothiophenol (3.9 g, 20 mmol), K2CO3 (5.5 g, 40 mmol) and chloroacetone (6.6 mL, 82 mmol) in acetone (50 mL) was heated at reflux over night. The reaction mixture was filtered and the solvent was evaporated giving 5.0 g crude product. The intermediate thioether was dissolved in chlorobenzene (50 mL) and polyphosphoric acid (PPA, 2.5 g) was added (Plé et al., (1988) J. Heterocyclic Chem. 25, 1271-1272). After reflux for 24 h, the solvent was decanted and the PPA residue was trea... The product is BrC=1C=CC2=C(C(=CS2)C)C1 (5-Bromo-3-methylbenzothiophene). The yield is 52.0%. The reactants are thioether, polyphosphoric acid, Heterocyclic, BrC1=CC=C(C=C1)S (4-bromothiophenol), C(=O)([O-])[O-].[K+].[K+] (K2CO3), ClCC(C)=O (chloroacetone).